This data is from the Open Reaction Database (ORD), a public repository of structured organic reaction records. The task is: describe an organic reaction: reactants, conditions, products, and yield Reactants: C(C)(C)[C@H]1N(C(OC1)=O)C([C@@](C=C)(C)COC)=O ((R)-4-isopropyl-3-((R)-2-methoxymethyl-2-methyl-but-3-enoyl)-oxazolidin-2-one), BrC1=CC=C2C=CC(=NC2=C1)[C@@H](C)OC(C)=O (acetic acid (R)-1-(7-bromo-quinolin-2-yl)-ethyl ester), C1(=C(C=CC=C1)P(C1=C(C=CC=C1)C)C1=C(C=CC=C1)C)C (tri(o-tolyl)phosphine), C1(CCCCC1)CNCC1CCCCC1 (N,N-dicyclohexylmethylamine), C1(=C(C=CC=C1)P(C1=C(C=CC=C1)C)C1=C(C=CC=C1)C)C (tri(o-tolyl)phosphine), C1(=C(C=CC=C1)P(C1=C(C=CC=C1)C)C1=C(C=CC=C1)C)C (tri(o-tolyl)phosphine). Conditions: time 45 minute. Product: C(C)(C)[C@H]1N(C(OC1)=O)C([C@@](/C=C/C1=CC=C2C=CC(=NC2=C1)[C@@H](C)OC(C)=O)(C)COC)=O (Acetic acid (R)-1-{7-[(E)-(R)-4-((R)-4-isopropyl-2-oxo-oxazolidin-3-yl)-3-methoxymethyl-3-methyl-4-oxo-but-1-enyl]-quinolin-2-yl}-ethyl ester). The yield is 72.7%. Run in C(C)(=O)OCC (ethyl acetate), O1CCOCC1 (1,4-dioxane). Reported procedure: To a mixture of (R)-4-isopropyl-3-((R)-2-methoxymethyl-2-methyl-but-3-enoyl)-oxazolidin-2-one (226 mg, 0.769 mmol), acetic acid (R)-1-(7-bromo-quinolin-2-yl)-ethyl ester (196 mg, 0.666 mmol), palladium(II) acetate (35 mg, 0.154 mmol) and tri(o-tolyl)phosphine (47 mg, 0.154 mmol) were suspended in anhydrous 1,4-dioxane (15 mL) and N,N-dicyclohexylmethylamine (222 mg, 244 μL, 1.14 mmol) was added. The mixture was stirred at reflux for 90 minutes under nitrogen and more palladium(II) acetate (35 mg... RXN SMILES: [CH:1]([C@@H:4]1[CH2:8][O:7][C:6](=[O:9])[N:5]1[C:10](=[O:18])[C@:11]([CH2:15][O:16][CH3:17])([CH3:14])[CH:12]=[CH2:13])([CH3:3])[CH3:2].Br[C:20]1[CH:29]=[C:28]2[C:23]([CH:24]=[CH:25][C:26]([C@H:30]([O:32][C:33](=[O:35])[CH3:34])[CH3:31])=[N:27]2)=[CH:22][CH:21]=1.C1(C)C=CC=CC=1P(C1C=CC=CC=1C)C1C=CC=CC=1C.C1(CNCC2CCCCC2)CCCCC1>O1CCOCC1.C(OCC)(=O)C.C([O-])(=O)C.[Pd+2].C([O-])(=O)C>[CH:1]([C@@H:4]1[CH2:8][O:7][C:6](=[O:9])[N:5]1[C:10](=[O:18])[C@:11]([CH2:15][O:16][CH3:17])([CH3:14])/[CH:12]=[CH:13]/[C:20]1[CH:29]=[C:28]2[C:23]([CH:24]=[CH:25][C:26]([C@H:30]([O:32][C:33](=[O:35])[CH3:34])[CH3:31])=[N:27]2)=[CH:22][CH:21]=1)([CH3:3])[CH3:2] |f:6.7.8|. Reagents/catalysts: C(C)(=O)[O-].[Pd+2].C(C)(=O)[O-] (palladium(II) acetate), C(C)(=O)[O-].[Pd+2].C(C)(=O)[O-] (palladium(II) acetate), C(C)(=O)[O-].[Pd+2].C(C)(=O)[O-] (palladium(II) acetate). Reactants: C(CCC)OC(=O)N1CCN(CC1)C([C@H](CCCCOCC1=CC=CC=C1)NC(=O)OCC1C2=CC=CC=C2C=2C=CC=CC12)=O ((S)-4-[6-Benzyloxy-2-(9H-fluoren-9-ylmethoxycarbonylamino)-hexanoyl]-piperazine-1-carboxylic acid butyl ester), N1CCOCC1 (morpholine). Solvent: CN(C)C=O (DMF). Run at time 2 hour. Product: C(CCC)OC(=O)N1CCN(CC1)C([C@H](CCCCOCC1=CC=CC=C1)N)=O ((S)-4-(2-Amino-6-benzyloxy-hexanoyl)-piperazine-1-carboxylic acid butyl ester). Reaction SMILES: [CH2:1]([O:5][C:6]([N:8]1[CH2:13][CH2:12][N:11]([C:14](=[O:46])[C@@H:15]([NH:28]C(OCC2C3C=CC=CC=3C3C2=CC=CC=3)=O)[CH2:16][CH2:17][CH2:18][CH2:19][O:20][CH2:21][C:22]2[CH:27]=[CH:26][CH:25]=[CH:24][CH:23]=2)[CH2:10][CH2:9]1)=[O:7])[CH2:2][CH2:3][CH3:4].N1CCOCC1>CN(C=O)C>[CH2:1]([O:5][C:6]([N:8]1[CH2:9][CH2:10][N:11]([C:14](=[O:46])[C@@H:15]([NH2:28])[CH2:16][CH2:17][CH2:18][CH2:19][O:20][CH2:21][C:22]2[CH:23]=[CH:24][CH:25]=[CH:26][CH:27]=2)[CH2:12][CH2:13]1)=[O:7])[CH2:2][CH2:3][CH3:4]. Procedure details: To a solution of 650 mg (S)-4-[6-Benzyloxy-2-(9H-fluoren-9-ylmethoxycarbonylamino)-hexanoyl]-piperazine-1-carboxylic acid butyl ester in 3.6 ml DMF were added at room temperature 0.91 ml morpholine. After stirring for 2 h the reaction mixture was evaporated and the crude product thus obtained used in the next step without further purification. Reactants: C[C@H](CCC(=O)O)[C@H]1CC[C@@H]2[C@@]1([C@H](C[C@H]3[C@H]2[C@@H](C[C@H]4[C@@]3(CC[C@H](C4)O)C)O)O)C (cholic acid). Reagents/catalysts: [Cl-].[Zn+2].[Cl-] (zinc chloride). Run in CC(=O)C (acetone). Run at temperature 110 celsius. The product is O[C@H]1C[C@H]2CCC3=C4CC[C@H]([C@@H](CCC(=O)O)C)[C@]4([C@H](C[C@@H]3[C@]2(CC1)C)O)C (3α,12α-dihydroxy-5β-chol-8(14)-en-24-oic acid). As a reaction SMILES: [CH3:1][C@@H:2]([C@@H:8]1[C@@:12]2([CH3:29])[C@@H:13]([OH:28])[CH2:14][C@@H:15]3[C@@:20]4([CH3:26])[CH2:21][CH2:22][C@@H:23]([OH:25])[CH2:24][C@H:19]4[CH2:18][C@@H:17](O)[C@H:16]3[C@@H:11]2[CH2:10][CH2:9]1)[CH2:3][CH2:4][C:5]([OH:7])=[O:6]>CC(C)=O.[Cl-].[Zn+2].[Cl-]>[OH:25][C@@H:23]1[CH2:22][CH2:21][C@@:20]2([CH3:26])[C@H:19]([CH2:18][CH2:17][C:16]3[C@@H:15]2[CH2:14][C@H:13]([OH:28])[C@@:12]2([CH3:29])[C:11]=3[CH2:10][CH2:9][C@@H:8]2[C@H:2]([CH3:1])[CH2:3][CH2:4][C:5]([OH:7])=[O:6])[CH2:24]1 |f:2.3.4|. Procedure: A mixture of cholic acid (11.4 g) and zinc chloride (13 g) in acetone (50 ml) is heated so as to distil off solvent, then heated at an external temperature of 110° C. for about 1.5 hours. The mixture is poured into water, extracted with ether and the organic solution dried over magnesium sulfate, dried, filtered, and concentrated in vacuo. The crude is purified by flash chromatography to give the desired product. Starting materials: C(C)(C)N1N=CC2=C1N=C(C=C2C(=O)OCC)OS(=O)(=O)C(F)(F)F (ethyl 1-isopropyl-6-(((trifluoromethyl)sulfonyl)oxy)-1H-pyrazolo[3,4-b]pyridine-4-carboxylate), OCC=1C=C(C=CC1)B(O)O (3-(hydroxymethyl) phenyl boronic acid), C(=O)([O-])[O-].[Na+].[Na+] (Na2CO3). The reagents and catalysts are C=1C=CC(=CC1)[P](C=2C=CC=CC2)(C=3C=CC=CC3)[Pd]([P](C=4C=CC=CC4)(C=5C=CC=CC5)C=6C=CC=CC6)([P](C=7C=CC=CC7)(C=8C=CC=CC8)C=9C=CC=CC9)[P](C=1C=CC=CC1)(C=1C=CC=CC1)C=1C=CC=CC1 (Pd(PPh3)4). Solvent: O1CCOCC1 (1,4-dioxane). Run at temperature 100 celsius, time 1 hour. Product: OCC=1C=C(C=CC1)C=1C=C(C2=C(N1)N(N=C2)C(C)C)C(=O)OCC (ethyl 6-(3-(hydroxymethyl)phenyl)-1-isopropyl-1H-pyrazolo[3,4-b]pyridine-4-carboxylate). Reaction SMILES: [CH:1]([N:4]1[C:8]2[N:9]=[C:10](OS(C(F)(F)F)(=O)=O)[CH:11]=[C:12]([C:13]([O:15][CH2:16][CH3:17])=[O:14])[C:7]=2[CH:6]=[N:5]1)([CH3:3])[CH3:2].[OH:26][CH2:27][C:28]1[CH:29]=[C:30](B(O)O)[CH:31]=[CH:32][CH:33]=1.C([O-])([O-])=O.[Na+].[Na+]>O1CCOCC1.C1C=CC([P]([Pd]([P](C2C=CC=CC=2)(C2C=CC=CC=2)C2C=CC=CC=2)([P](C2C=CC=CC=2)(C2C=CC=CC=2)C2C=CC=CC=2)[P](C2C=CC=CC=2)(C2C=CC=CC=2)C2C=CC=CC=2)(C2C=CC=CC=2)C2C=CC=CC=2)=CC=1>[OH:26][CH2:27][C:28]1[CH:33]=[C:32]([C:10]2[CH:11]=[C:12]([C:13]([O:15][CH2:16][CH3:17])=[O:14])[C:7]3[CH:6]=[N:5][N:4]([CH:1]([CH3:3])[CH3:2])[C:8]=3[N:9]=2)[CH:31]=[CH:30][CH:29]=1 |f:2.3.4,^1:52,54,73,92|. Procedure: A solution of ethyl 1-isopropyl-6-(((trifluoromethyl)sulfonyl)oxy)-1H-pyrazolo[3,4-b]pyridine-4-carboxylate (1 g, 2.62 mmol), 3-(hydroxymethyl) phenyl boronic acid (0.438 g, 2.88 mmol) and Pd(PPh3)4 (0.303 g, 0.262 mmol) in 1,4-dioxane (15 mL) was purged with argon for 10 min. Then 2M Na2CO3 solution (4.5 mL, 9.4 mmol) was added to it and again argon was purged through it for 10 min. The reaction mixture was stirred at 100° C. for 1 h and after completion of the reaction water was added to it. E... Reactants: C(C1=CC=CC=C1)N1C=CC2=CC(=CC=C12)[N+](=O)[O-] (1-benzyl-5-nitroindole), [H][H] (hydrogen). The reagents and catalysts are [Pd] (palladium on charcoal). The solvent is C(C)(=O)OCC (ethyl acetate), CO (methanol). Yields the product NC=1C=C2C=CN(C2=CC1)CC1=CC=CC=C1 (5-amino-1-benzylindole). The yield is 9.0%. As a reaction SMILES: [CH2:1]([N:8]1[C:16]2[C:11](=[CH:12][C:13]([N+:17]([O-])=O)=[CH:14][CH:15]=2)[CH:10]=[CH:9]1)[C:2]1[CH:7]=[CH:6][CH:5]=[CH:4][CH:3]=1.[H][H]>C(OCC)(=O)C.CO.[Pd]>[NH2:17][C:13]1[CH:12]=[C:11]2[C:16](=[CH:15][CH:14]=1)[N:8]([CH2:1][C:2]1[CH:3]=[CH:4][CH:5]=[CH:6][CH:7]=1)[CH:9]=[CH:10]2. Procedure: A solution of 1-benzyl-5-nitroindole (0.51 g, 0.02 mol) in a mixture of ethyl acetate (25 ml) and methanol (25 ml) was carefully added to 10% palladium on charcoal (45 mg). The resulting suspension was stirred at room temperature under an atmosphere of hydrogen. When the reaction was complete (indicated by tic or calculated uptake of hydrogen) the suspension was filtered through a pad of Hyflo™, and the filtrate evaporated to dryness to give 5-amino-1-benzylindole (0.40 g, 91%) as an off-white s... The reactants are C([O-])([O-])=O.[Na+].[Na+] (sodium carbonate), ClC=1C=C2C(=CNC2=CC1)CCNC(C1=C(C=CC=C1)I)=O (N-(2-(5-chloro-1H-indol-3-yl)ethyl)-2-iodobenzamide), ClC1=C(C=CC=C1)B(O)O (2-chlorophenylboronic acid). The reagents and catalysts are C=1C=CC(=CC1)[P](C=2C=CC=CC2)(C=3C=CC=CC3)[Pd]([P](C=4C=CC=CC4)(C=5C=CC=CC5)C=6C=CC=CC6)([P](C=7C=CC=CC7)(C=8C=CC=CC8)C=9C=CC=CC9)[P](C=1C=CC=CC1)(C=1C=CC=CC1)C=1C=CC=CC1 (tetrakis(triphenylphosphine)palladium). Solvent: C(OC)COC (dimethoxyethane), O (water). The product is eluent, ClC=1C=C(C=CC1)C=1C(=CC=CC1)C(=O)NCCC1=CNC2=CC=C(C=C12)Cl (3′-chloro-N-(2-(5-chloro-1H-indol-3-yl)ethyl)biphenyl-2-carboxamide). Isolated yield 44.4%. RXN SMILES: [Cl:1][C:2]1[CH:3]=[C:4]2[C:8](=[CH:9][CH:10]=1)[NH:7][CH:6]=[C:5]2[CH2:11][CH2:12][NH:13][C:14](=[O:22])[C:15]1[CH:20]=[CH:19][CH:18]=[CH:17][C:16]=1I.[Cl:23][C:24]1[CH:29]=[CH:28][CH:27]=[CH:26][C:25]=1B(O)O.C(=O)([O-])[O-].[Na+].[Na+]>C(COC)OC.O.C1C=CC([P]([Pd]([P](C2C=CC=CC=2)(C2C=CC=CC=2)C2C=CC=CC=2)([P](C2C=CC=CC=2)(C2C=CC=CC=2)C2C=CC=CC=2)[P](C2C=CC=CC=2)(C2C=CC=CC=2)C2C=CC=CC=2)(C2C=CC=CC=2)C2C=CC=CC=2)=CC=1>[Cl:23][C:24]1[CH:25]=[C:26]([C:16]2[C:15]([C:14]([NH:13][CH2:12][CH2:11][C:5]3[C:4]4[C:8](=[CH:9][CH:10]=[C:2]([Cl:1])[CH:3]=4)[NH:7][CH:6]=3)=[O:22])=[CH:20][CH:19]=[CH:18][CH:17]=2)[CH:27]=[CH:28][CH:29]=1 |f:2.3.4,^1:49,51,70,89|. Procedure details: 3′-chloro-N-(2-(5-chloro-1H-indol-3-yl)ethyl)biphenyl-2-carboxamide was prepared according to method B with N-(2-(5-chloro-1H-indol-3-yl)ethyl)-2-iodobenzamide (0.075 g; 0.176 mmol), 2-chlorophenylboronic acid (0.029 g; 0.180 mmol), tetrakis(triphenylphosphine)palladium (0.010 g; 0.009 mmol), sodium carbonate (0.037 g; 0.353 mmol), in dimethoxyethane (3 mL) and water (1 mL), irradiated in a microwave oven at 130° C. for 15 minutes. Flash chromatography on silica gel (eluent 10 to 80% ethyl aceta... The reactants are ClCC(=O)N1C2=C(C(NC3=C1C=C(C(=C3)Br)Br)=O)C=CC=N2 (11-Chloroacetyl-8,9-dibromo-6,11-dihydro-5H-pyrido[2,3-b][1,5]benzodiazepin-5-one), OCCN1CCNCC1 (4-(2-hydroxyethyl)piperazine). Solvent: C(C)O (ethanol). The product is BrC=1C(=CC2=C(NC(C3=C(N2C(CN2CCN(CC2)CCO)=O)N=CC=C3)=O)C1)Br (8,9-dibromo-6,11-dihydro-11-[[4-(2- hydroxyethyl)piperazino]acetyl]-5H-pyrido[2,3-b][1,5]-benzodiazepin-5-one). Reaction SMILES: Cl[CH2:2][C:3]([N:5]1[C:11]2[CH:12]=[C:13]([Br:17])[C:14]([Br:16])=[CH:15][C:10]=2[NH:9][C:8](=[O:18])[C:7]2[CH:19]=[CH:20][CH:21]=[N:22][C:6]1=2)=[O:4].[OH:23][CH2:24][CH2:25][N:26]1[CH2:31][CH2:30][NH:29][CH2:28][CH2:27]1>C(O)C>[Br:16][C:14]1[C:13]([Br:17])=[CH:12][C:11]2[N:5]([C:3](=[O:4])[CH2:2][N:29]3[CH2:30][CH2:31][N:26]([CH2:25][CH2:24][OH:23])[CH2:27][CH2:28]3)[C:6]3[N:22]=[CH:21][CH:20]=[CH:19][C:7]=3[C:8](=[O:18])[NH:9][C:10]=2[CH:15]=1. Procedure: 11-Chloroacetyl-8,9-dibromo-6,11-dihydro-5H-pyrido[2,3-b][1,5]benzodiazepin-5-one (0.05 mole) and 0.13 mole 4-(2-hydroxyethyl)piperazine, dissolved in 800 ml. ethanol are heated to reflux for a period of 20 hours. The hot solution is then filtered, the filtrate evaporated in vacuo and the remaining residue recrystallized from 2-propanol to give 8,9-dibromo-6,11-dihydro-11-[[4-(2- hydroxyethyl)piperazino]acetyl]-5H-pyrido[2,3-b][1,5]-benzodiazepin-5-one. Starting materials: N(CC(=O)N)C(=O)OC(C)(C)C (Boc-Gly-NH2), N1([C@H](C(=O)O)CSC1)C(=O)OC(C)(C)C (Boc-Thz-OH), C=1C=CC2=C(C1)N=NN2O (HOBt), CCN=C=NCCCN(C)C.Cl (EDC hydrochloride). Run in ClCCl (dichloromethane), C(C)N(CC)CC (tri-ethylamine). Conditions: time 8 hour. Yields the product N1([C@H](C(=O)NCC(=O)N)CSC1)C(=O)OC(C)(C)C (Boc-Thz-Gly-NH2). The yield is 65.0%. RXN SMILES: [NH:1](C(OC(C)(C)C)=O)[CH2:2][C:3]([NH2:5])=[O:4].[N:13]1([C:21]([O:23][C:24]([CH3:27])([CH3:26])[CH3:25])=[O:22])[CH2:20][S:19][CH2:18][C@H:14]1[C:15]([OH:17])=O.C1C=CC2N(O)N=NC=2C=1.CCN=C=NCCCN(C)C.Cl>ClCCl.C(N(CC)CC)C>[N:13]1([C:21]([O:23][C:24]([CH3:27])([CH3:26])[CH3:25])=[O:22])[CH2:20][S:19][CH2:18][C@H:14]1[C:15]([NH:1][CH2:2][C:3]([NH2:5])=[O:4])=[O:17] |f:3.4|. Reported procedure: Deprotection of 500 mg of Boc-Gly-NH2 was performed similarly to that in Example 28 (Process 3), and the obtained product was dissolved in dichloromethane, and 0.39 ml of tri-ethylamine, 0.67 g of Boc-Thz-OH, 0.47 g of HOBt and 0.64 g of EDC hydrochloride were added under ice cooling and the mixture was stirred overnight at room temperature. The reaction mixture was treated similarly to that in Example 139 (Process 2) to give 0.54 g of the title compound as oil. Starting materials: FC=1C=C(C=CC1OCC1=CC(=CC=C1)F)N (3-fluoro-4-(3-fluoro-benzyloxy)-phenylamine), C(C(=C)CC(=O)O)(=O)O (itaconic acid). Yields the product FC=1C=C(C=CC1OCC1=CC(=CC=C1)F)N1CC(CC1=O)C(=O)O ((RS)-1-[3-Fluoro-4-(3-fluoro-benzyloxy)-phenyl]-5-oxo-pyrrolidine-3-carboxylic acid), colorless solid. Yield: 86.0%. Reaction SMILES: [F:1][C:2]1[CH:3]=[C:4]([NH2:17])[CH:5]=[CH:6][C:7]=1[O:8][CH2:9][C:10]1[CH:15]=[CH:14][CH:13]=[C:12]([F:16])[CH:11]=1.[C:18]([OH:26])(=[O:25])[C:19]([CH2:21][C:22](O)=[O:23])=[CH2:20]>>[F:1][C:2]1[CH:3]=[C:4]([N:17]2[C:22](=[O:23])[CH2:21][CH:19]([C:18]([OH:26])=[O:25])[CH2:20]2)[CH:5]=[CH:6][C:7]=1[O:8][CH2:9][C:10]1[CH:15]=[CH:14][CH:13]=[C:12]([F:16])[CH:11]=1. Reported procedure: The title compound is prepared in analogy to Example 1a) from 3-fluoro-4-(3-fluoro-benzyloxy)-phenylamine and itaconic acid. Yield: 86% of a colorless solid. MS: m/e=346.1 (M−H). Reactants: NC1=CC2=C(C(=C(O2)C2=CC=C(C=C2)C#N)C(=O)NC)C=C1Br (6-amino-5-bromo-2-(4-cyanophenyl)-N-methylbenzofuran-3-carboxamide), CS(=O)(=O)Cl (MsCl). The solvent is C(Cl)Cl (DCM), N1=CC=CC=C1 (pyridine). The product is BrC=1C(=CC2=C(C(=C(O2)C2=CC=C(C=C2)C#N)C(=O)NC)C1)NS(=O)(=O)C (5-bromo-2-(4-cyanophenyl)-N-methyl-6-(methylsulfonamido)benzofuran-3-carboxamide). Isolated yield 72.5%. RXN SMILES: [NH2:1][C:2]1[C:22]([Br:23])=[CH:21][C:5]2[C:6]([C:17]([NH:19][CH3:20])=[O:18])=[C:7]([C:9]3[CH:14]=[CH:13][C:12]([C:15]#[N:16])=[CH:11][CH:10]=3)[O:8][C:4]=2[CH:3]=1.[CH3:24][S:25](Cl)(=[O:27])=[O:26]>C(Cl)Cl.N1C=CC=CC=1>[Br:23][C:22]1[C:2]([NH:1][S:25]([CH3:24])(=[O:27])=[O:26])=[CH:3][C:4]2[O:8][C:7]([C:9]3[CH:10]=[CH:11][C:12]([C:15]#[N:16])=[CH:13][CH:14]=3)=[C:6]([C:17]([NH:19][CH3:20])=[O:18])[C:5]=2[CH:21]=1. Procedure details: A mixture of 6-amino-5-bromo-2-(4-cyanophenyl)-N-methylbenzofuran-3-carboxamide (300 mg, 0.80 mmol) in DCM (2 mL) and pyridine (2 mL) was stirred at room temperature and MsCl (278 mg, 2.4 mmol) was added dropwise. The reaction was stirred at room temperature for 8 h. The reaction was washed with 1N HCl and extracted with DCM, dried with Na2SO4 and concentrated to give 5-bromo-2-(4-cyanophenyl)-N-methyl-6-(methylsulfonamido)benzofuran-3-carboxamide (260 mg, yield: 72%). MS (M+H)+: 448/450.